The task is: describe an organic reaction: reactants, conditions, products, and yield. This data is from the Open Reaction Database (ORD), a public repository of structured organic reaction records. The reactants are Nc1cccc(Br)c1, CN(C)C=O, O=[N+]([O-])c1sc(Cl)nc1Cl. Yields the product O=[N+]([O-])c1sc(Nc2cccc(Br)c2)nc1Cl. As a reaction SMILES: [Br:1][c:2]1[cH:3][c:4]([NH2:5])[cH:6][cH:7][cH:8]1.[CH3:19][N:20]([CH3:21])[CH:22]=[O:23].[Cl:9][c:10]1[s:11][c:12]([N+:16](=[O:17])[O-:18])[c:13]([Cl:15])[n:14]1>>[Br:1][c:2]1[cH:3][c:4]([NH:5][c:10]2[s:11][c:12]([N+:16](=[O:17])[O-:18])[c:13]([Cl:15])[n:14]2)[cH:6][cH:7][cH:8]1. The reactants are N (ammonia), CO (methanol), COC([C@H](NC([C@H](NC([C@@H](NC([C@@H](NC(=O)OC(C)(C)C)CC1=CNC2=CC=CC=C12)=O)COCC1=CC=CC=C1)=O)CC1=CC=C(C=C1)OCC1=CC=CC=C1)=O)C)=O (Nα-t-Butoxycarbonyl-L-tryptophyl-O-benzyl-L-seryl-O-benzyl-D-tyrosyl-D-alanine methyl ester). The product is C(C)(C)(C)OC(=O)N[C@@H](CC1=CNC2=CC=CC=C12)C(=O)N[C@@H](COCC1=CC=CC=C1)C(=O)N[C@H](CC1=CC=C(C=C1)OCC1=CC=CC=C1)C(=O)N[C@H](C)C(=O)N (Nα-t-Butoxycarbonyl-L-tryptophyl-O-benzyl-L-seryl-O-benzyl-D-tyrosyl-D-alaninamide). Reaction SMILES: C[O:2][C:3](=O)[C@@H:4]([CH3:59])[NH:5][C:6](=[O:58])[C@@H:7]([CH2:43][C:44]1[CH:49]=[CH:48][C:47]([O:50][CH2:51]C2C=CC=CC=2)=[CH:46][CH:45]=1)[NH:8][C:9](=[O:42])[C@H:10]([CH2:33][O:34][CH2:35]C1C=CC=CC=1)[NH:11][C:12](=[O:32])[C@H:13]([CH2:22][C:23]1[C:31]2[C:26](=[CH:27][CH:28]=[CH:29][CH:30]=2)[NH:25][CH:24]=1)[NH:14][C:15]([O:17][C:18]([CH3:21])([CH3:20])[CH3:19])=[O:16].[NH3:61].CO>>[C:18]([O:17][C:15]([NH:14][C@H:13]([C:12]([NH:11][C@H:10]([C:9]([NH:8][C@@H:7]([C:6]([NH:5][C@@H:4]([C:3]([NH2:61])=[O:2])[CH3:59])=[O:58])[CH2:43][C:44]1[CH:49]=[CH:48][C:47]([O:50][CH2:51][C:44]2[CH:49]=[CH:48][CH:47]=[CH:46][CH:45]=2)=[CH:46][CH:45]=1)=[O:42])[CH2:33][O:34][CH2:35][C:26]1[CH:31]=[CH:30][CH:29]=[CH:28][CH:27]=1)=[O:32])[CH2:22][C:23]1[C:31]2[C:26](=[CH:27][CH:28]=[CH:29][CH:30]=2)[NH:25][CH:24]=1)=[O:16])([CH3:21])([CH3:20])[CH3:19]. Reported procedure: The methyl ester of Example 10, 300 mg., is dissolved in 100 ml. of methanol saturated with ammonia and kept for 4 days at room temperature. The crude product is chromatographed on silica gel in chloroform-methanol-water (60:30:5) to yield 0.14 g.; m.p. 180°-185° C. Product: C(CCC)N1C(=C(C2=CC=CC=C12)C(=O)C1=C(C(=O)O)C=CC=C1)C (2-(1-butyl-2-methyl-3-indolylcarbonyl)benzoic acid). Procedure details: To a stirred mixture containing 7.4 g. of phthalic anhydride and 16.0 g. of 1-butyl-2-methylindole at 0°-5° C. was added portionwise 13.3 g. of aluminum chloride. The mixture was diluted with 50 ml. of benzene and stirred overnight at room temperature. The reaction mixture was poured into 200 ml of 5% hydrochloric acid and the product extracted with benzene. The benzene extracts were shaken with dilute aqueous potassium hydroxide. The aqueous alkaline layer was separated, cooled with ice and bro... Run in C1=CC=CC=C1 (benzene). Reactants: C1(C=2C(C(=O)O1)=CC=CC2)=O (phthalic anhydride), Cl (hydrochloric acid), C(CCC)N1C(=CC2=CC=CC=C12)C (1-butyl-2-methylindole), [Cl-].[Al+3].[Cl-].[Cl-] (aluminum chloride). As a reaction SMILES: [C:1]1(=[O:11])[O:6][C:4](=[O:5])[C:3]2=[CH:7][CH:8]=[CH:9][CH:10]=[C:2]12.[CH2:12]([N:16]1[C:24]2[C:19](=[CH:20][CH:21]=[CH:22][CH:23]=2)[CH:18]=[C:17]1[CH3:25])[CH2:13][CH2:14][CH3:15].[Cl-].[Al+3].[Cl-].[Cl-].Cl>C1C=CC=CC=1>[CH2:12]([N:16]1[C:24]2[C:19](=[CH:20][CH:21]=[CH:22][CH:23]=2)[C:18]([C:4]([C:3]2[CH:7]=[CH:8][CH:9]=[CH:10][C:2]=2[C:1]([OH:6])=[O:11])=[O:5])=[C:17]1[CH3:25])[CH2:13][CH2:14][CH3:15] |f:2.3.4.5|. As a reaction SMILES: [C:1](#[N:2])[c:3]1[cH:4][c:5]2[cH:6][cH:7][nH:8][c:9]2[cH:10][cH:11]1.[CH2:12]([c:13]1[cH:14][cH:15][cH:16][cH:17][cH:18]1)[O:19][C:20](=[O:21])[N:22]1[CH2:23][CH2:24][C:25](=[O:28])[CH2:26][CH2:27]1.[CH2:41]([SiH:42]([CH2:43][CH3:44])[CH2:45][CH3:46])[CH3:47].[CH3:48][C:49]#[N:50].[CH3:51][CH2:52][O:53][C:54](=[O:55])[CH3:56].[F:29][C:30]([F:31])([F:32])[S:33]([O:34][Si:35]([CH3:36])([CH3:37])[CH3:38])(=[O:39])=[O:40]>>[C:1](#[N:2])[c:3]1[cH:4][c:5]2[c:6]([CH:25]3[CH2:24][CH2:23][N:22]([C:20]([O:19][CH2:12][c:13]4[cH:14][cH:15][cH:16][cH:17][cH:18]4)=[O:21])[CH2:27][CH2:26]3)[cH:7][nH:8][c:9]2[cH:10][cH:11]1. Reactants: N#Cc1ccc2[nH]ccc2c1, O=C1CCN(C(=O)OCc2ccccc2)CC1, CC[SiH](CC)CC, CC#N, CCOC(C)=O, C[Si](C)(C)OS(=O)(=O)C(F)(F)F. Product: N#Cc1ccc2[nH]cc(C3CCN(C(=O)OCc4ccccc4)CC3)c2c1. Starting materials: O (Water), C(C1=CC=CC=C1)=O (benzaldehyde), C(C)(=O)O[BH-](OC(C)=O)OC(C)=O.[Na+] (sodium triacetoxyborohydride), CC1=C(C=C2C=CN=C(C2=C1)N)OC1CCNCC1 (7-methyl-6-(piperidin-4-yloxy)isoquinolin-1-ylamine). The reagents and catalysts are C(C)(=O)O (acetic acid). Solvent: CN(C=O)C (N, N-dimethylformamide). Run at time 2 hour. The product is C(C1=CC=CC=C1)N1CCC(CC1)OC=1C=C2C=CN=C(C2=CC1C)N (6-(1-benzyl-piperidin-4-yloxy)-7-methylisoquinolin-1-ylamine). As a reaction SMILES: [CH3:1][C:2]1[CH:11]=[C:10]2[C:5]([CH:6]=[CH:7][N:8]=[C:9]2[NH2:12])=[CH:4][C:3]=1[O:13][CH:14]1[CH2:19][CH2:18][NH:17][CH2:16][CH2:15]1.[CH:20](=O)[C:21]1[CH:26]=[CH:25][CH:24]=[CH:23][CH:22]=1.C(O[BH-](OC(=O)C)OC(=O)C)(=O)C.[Na+].O>C(O)(=O)C.CN(C)C=O>[CH2:20]([N:17]1[CH2:18][CH2:19][CH:14]([O:13][C:3]2[CH:4]=[C:5]3[C:10](=[CH:11][C:2]=2[CH3:1])[C:9]([NH2:12])=[N:8][CH:7]=[CH:6]3)[CH2:15][CH2:16]1)[C:21]1[CH:26]=[CH:25][CH:24]=[CH:23][CH:22]=1 |f:2.3|. Reported procedure: A couple of drops of glacial acetic acid was added to a solution of 7-methyl-6-(piperidin-4-yloxy)isoquinolin-1-ylamine (30 mg, 0.117 mmol) in N, N-dimethylformamide (1 ml), followed by addition of benzaldehyde (50 μL). The mixture was then treated with sodium triacetoxyborohydride (100 mg) and stirred for 2 h. Water (1 ml) was added, the mixture was stirred for 30 min and then purified by prep-HPLC to give 6-(1-benzyl-piperidin-4-yloxy)-7-methylisoquinolin-1-ylamine (24 mg), El-MS: m/z=348.3 [M... Starting materials: [Br-], COCCCN1CCOc2ccc(COC3CN(S(=O)(=O)c4ccc(C)cc4)C(CC(=O)N(C)OC)CC3c3ccc(OC)cc3)cc21, C[Mg+], [K+], C1CCOC1, O=S(=O)([O-])O. Product: COCCCN1CCOc2ccc(COC3CN(S(=O)(=O)c4ccc(C)cc4)C(CC(C)=O)CC3c3ccc(OC)cc3)cc21. As a reaction SMILES: [Br-:49].[CH3:1][O:2][N:3]([C:4]([CH2:5][CH:6]1[N:7]([S:37](=[O:38])(=[O:39])[c:40]2[cH:41][cH:42][c:43]([CH3:46])[cH:44][cH:45]2)[CH2:8][CH:9]([O:20][CH2:21][c:22]2[cH:23][cH:24][c:25]3[c:26]([cH:36]2)[N:27]([CH2:31][CH2:32][CH2:33][O:34][CH3:35])[CH2:28][CH2:29][O:30]3)[CH:10]([c:12]2[cH:13][cH:14][c:15]([O:18][CH3:19])[cH:16][cH:17]2)[CH2:11]1)=[O:47])[CH3:48].[CH3:50][Mg+:51].[K+:62].[O:52]1[CH2:53][CH2:54][CH2:55][CH2:56]1.[S:57]([O-:58])([OH:59])(=[O:60])=[O:61]>>[C:4]([CH2:5][CH:6]1[N:7]([S:37](=[O:38])(=[O:39])[c:40]2[cH:41][cH:42][c:43]([CH3:46])[cH:44][cH:45]2)[CH2:8][CH:9]([O:20][CH2:21][c:22]2[cH:23][cH:24][c:25]3[c:26]([cH:36]2)[N:27]([CH2:31][CH2:32][CH2:33][O:34][CH3:35])[CH2:28][CH2:29][O:30]3)[CH:10]([c:12]2[cH:13][cH:14][c:15]([O:18][CH3:19])[cH:16][cH:17]2)[CH2:11]1)(=[O:47])[CH3:50]. Reactants: NC1=C(C=C(C(=C1OC)[N+](=O)[O-])OC)OC (2-amino-4-nitro-1,3,5-trimethoxybenzene), C(=O)O (formic acid). Solvent: O (water). Product: C(=O)NC1=C(C=C(C(=C1OC)[N+](=O)[O-])OC)OC (2-formylamino-4-nitro-1,3,5-trimethoxybenzene). Reaction SMILES: [NH2:1][C:2]1[C:7]([O:8][CH3:9])=[C:6]([N+:10]([O-:12])=[O:11])[C:5]([O:13][CH3:14])=[CH:4][C:3]=1[O:15][CH3:16].[CH:17](O)=[O:18]>O>[CH:17]([NH:1][C:2]1[C:7]([O:8][CH3:9])=[C:6]([N+:10]([O-:12])=[O:11])[C:5]([O:13][CH3:14])=[CH:4][C:3]=1[O:15][CH3:16])=[O:18]. Reported procedure: A mixture comprising 0.11 mole (26.6 g) of 2-amino-4-nitro-1,3,5-trimethoxybenzene and 55 ml of formic acid are refluxed during three hours. The reaction mixture is cooled and diluted with iced water. The expected product precipitates and is separated by filtration. After drying it is recrystallized from ethanol. It melts at 98° C.